This data is from the Open Reaction Database (ORD), a public repository of structured organic reaction records. The task is: describe an organic reaction: reactants, conditions, products, and yield Starting materials: C(C=C)OC1CCN(CC1)C1=NN=C2N1C=C(C=C2)F (3-(4-Allyloxy-piperidin-1-yl)-6-fluoro-[1,2,4]triazolo[4,3-a]pyridine), CC(=O)O (AcOH), N[C@H]1CC[C@H](C2=CC=CC=C12)O ((1R,4S)-4-Amino-1,2,3,4-tetrahydro-naphthalen-1-ol), [H-].[Na+] (NaH). Run in CN(C)C=O (DMF), CN(C)C=O (DMF). Reaction conditions: time 1 hour. Yields the product C(C=C)OC1CCN(CC1)C1=NN=C2N1C=C(C=C2)O[C@@H]2CC[C@@H](C1=CC=CC=C21)N ((1S,4R)-4-[3-(4-Allyloxy-piperidin-1-yl)-[1,2,4]triazolo[4,3-a]pyridin-6-yloxy]-1,2,3,4-tetrahydro-naphthalen-1-ylamine). The yield is 80.9%. As a reaction SMILES: [NH2:1][C@@H:2]1[C:11]2[C:6](=[CH:7][CH:8]=[CH:9][CH:10]=2)[C@H:5]([OH:12])[CH2:4][CH2:3]1.[H-].[Na+].[CH2:15]([O:18][CH:19]1[CH2:24][CH2:23][N:22]([C:25]2[N:29]3[CH:30]=[C:31](F)[CH:32]=[CH:33][C:28]3=[N:27][N:26]=2)[CH2:21][CH2:20]1)[CH:16]=[CH2:17].CC(O)=O>CN(C=O)C>[CH2:15]([O:18][CH:19]1[CH2:20][CH2:21][N:22]([C:25]2[N:29]3[CH:30]=[C:31]([O:12][C@H:5]4[C:6]5[C:11](=[CH:10][CH:9]=[CH:8][CH:7]=5)[C@@H:2]([NH2:1])[CH2:3][CH2:4]4)[CH:32]=[CH:33][C:28]3=[N:27][N:26]=2)[CH2:23][CH2:24]1)[CH:16]=[CH2:17] |f:1.2|. Procedure details: A suspension of Intermediate A (108 mg, 0.661 mmol) and NaH (60% dispersion in oil, 72.1 mg, 180 mmol) in dry DMF (5 mL) at RT under Ar was stirred for 1 h (CARE: gas evolution). A solution of Intermediate 57a (166 mg, 0.601 mmol) in dry DMF (3 mL) was added and the dark brown solution stirred at 60° C. for 90 min. The solution was concentrated in vacuo, and the residue redissolved in MeOH (5 mL) and AcOH (0.171 mL, 3.00 mmol). The solution was applied to an SCX-2 cartridge (10 g) and was washed... Starting materials: ClC1=C(C(=NC=C1)CBr)OC (4-Chloro-3-methoxy-2-bromomethyl-pyridine), [C-]#N.[Na+] (sodium cyanide), O (water). Run in C(C)O (ethanol). Reaction conditions: temperature 60 celsius, time 3 hour. The product is ClC1=C(C(=NC=C1)CC#N)OC (2-(4-Chloro-3-methoxy-2-pyridinyl)-acetonitrile). RXN SMILES: [Cl:1][C:2]1[CH:7]=[CH:6][N:5]=[C:4]([CH2:8]Br)[C:3]=1[O:10][CH3:11].[C-:12]#[N:13].[Na+].O>C(O)C>[Cl:1][C:2]1[CH:7]=[CH:6][N:5]=[C:4]([CH2:8][C:12]#[N:13])[C:3]=1[O:10][CH3:11] |f:1.2|. Reported procedure: 4-Chloro-3-methoxy-2-bromomethyl-pyridine (4.69 g) and sodium cyanide (5.11 g) are added to ml of a 1/1 mixture of water and ethanol. The reaction is stirred at 60° C. for 3 hours. The ethanol is evaporated and the residue diluted in water and extracted with methylene chloride. The desired product is obtained by chromatography using hexane/ethyl acetate (9/1) as solvent. Starting materials: CC(=O)NN, CN=C(N)Nc1cnn(CCCCC(=N)OC)n1, CO. Yields the product CN=C(N)Nc1cnn(CCCCC(=N)NNC(C)=O)n1. As a reaction SMILES: [C:19]([CH3:20])(=[O:21])[NH:22][NH2:23].[CH3:1][N:2]=[C:3]([NH:4][c:5]1[n:6][n:7]([CH2:10][CH2:11][CH2:12][CH2:13][C:14]([O:15][CH3:16])=[NH:17])[n:8][cH:9]1)[NH2:18].[CH3:24][OH:25]>>[CH3:1][N:2]=[C:3]([NH:4][c:5]1[n:6][n:7]([CH2:10][CH2:11][CH2:12][CH2:13][C:14](=[NH:17])[NH:23][NH:22][C:19]([CH3:20])=[O:21])[n:8][cH:9]1)[NH2:18]. The reactants are CC1(CC(=O)N(C(=O)C1)CCCCN2CCN(CC2)C=3N=CC=CN3)C (gepirone), CC1(CC(=O)N(C(=O)C1)CCCCN2CCN(CC2)C=3N=CC=CN3)C (Gepirone), C[Si](C)(C)[N-][Si](C)(C)C.[Na+] (Sodium bis(trimethylsilyl)amide), CC1(CC(=O)N(C(=O)C1)CCCCN2CCN(CC2)C=3N=CC=CN3)C (gepirone), P(OCC)(OCC)OCC (Triethyl phosphite), C[Si](C)(C)[N-][Si](C)(C)C.[Na+] (sodium bis(trimethylsilyl)amide), C=1C=NC(=NC1)N2CCN(CC2)CCCCN3C(=O)CC4(CCCC4)CC3=O (buspirone), CC1(CC(=O)N(C(=O)C1)CCCCN2CCN(CC2)C=3N=CC=CN3)C (gepirone). Run in C1CCOC1 (THF), O1CCCC1 (Tetrahydrofuran), C1CCOC1 (THF). The product is CC1(CC(=O)N(C(=O)C1O)CCCCN2CCN(CC2)C3=NC=CC=N3)C (3-hydroxygepirone). Isolated yield 89.3%. RXN SMILES: [CH3:1][C:2]1([CH3:26])[CH2:9][C:7](=[O:8])[N:6]([CH2:10][CH2:11][CH2:12][CH2:13][N:14]2[CH2:19][CH2:18][N:17]([C:20]3[N:21]=[CH:22][CH:23]=[CH:24][N:25]=3)[CH2:16][CH2:15]2)[C:4](=[O:5])[CH2:3]1.P(OCC)(OCC)[O:28]CC.C[Si]([N-][Si](C)(C)C)(C)C.[Na+].C1C=NC(N2CCN(CCCCN3C(=O)CC4(CCCC4)CC3=O)CC2)=NC=1>C1COCC1>[CH3:1][C:2]1([CH3:26])[CH:3]([OH:28])[C:4](=[O:5])[N:6]([CH2:10][CH2:11][CH2:12][CH2:13][N:14]2[CH2:15][CH2:16][N:17]([C:20]3[N:21]=[CH:22][CH:23]=[CH:24][N:25]=3)[CH2:18][CH2:19]2)[C:7](=[O:8])[CH2:9]1 |f:2.3|. Procedure: Gepirone (4,4-dimethyl-1-[4-[4-(2-pyrimidinyl)-1-piperazinyl]butyl]-2,6-piperidinedione) (10.0 g, 27.8 mmol) was charged to a 500 mL flask equipped with a mechanical stirrer and a React-IR probe under inert gas. Tetrahydrofuran (250 mL, 25 mL/g) was charged and the mixture agitated at ambient temperature until homogeneous. Triethyl phosphite (28.9 g, 174 mmol, 29.8 mL, 6.25 eq) was added and the mixture was cooled to −65 to −80° C. The mixture was agitated at this temperature for at least 10 min... Reactants: [H-].[Na+].BrC=1C=C(C(=O)NC=2SC3=C(N2)C(=CC=C3C3OCCOC3)OC)C=CN1 ((+)-2-bromo-N-(7-[1,4]dioxan-2-yl-4-methoxy-benzothiazol-2-yl)-isonicotinamide sodium hydride), COCCO (2-methoxyethanol), C(Cl)(Cl)Cl (CHCl3). Run in O1CCOCC1 (dioxane), CN(C)C=O (DMF). The product is O1C(COCC1)C1=CC=C(C=2N=C(SC21)NC(C2=CC(=NC=C2)OCCOC)=O)OC ((+)-N-(7-[1,4]Dioxan-2-yl-4-methoxy-benzothiazol-2-yl)-2-(2-methoxy-ethoxy)-isonicotinamide). RXN SMILES: [H-].[Na+].Br[C:4]1[CH:5]=[C:6]([CH:27]=[CH:28][N:29]=1)[C:7]([NH:9][C:10]1[S:11][C:12]2[C:18]([CH:19]3[CH2:24][O:23][CH2:22][CH2:21][O:20]3)=[CH:17][CH:16]=[C:15]([O:25][CH3:26])[C:13]=2[N:14]=1)=[O:8].[CH3:30][O:31][CH2:32][CH2:33][OH:34].C(Cl)(Cl)Cl>O1CCOCC1.CN(C=O)C>[O:20]1[CH2:21][CH2:22][O:23][CH2:24][CH:19]1[C:18]1[C:12]2[S:11][C:10]([NH:9][C:7](=[O:8])[C:6]3[CH:27]=[CH:28][N:29]=[C:4]([O:34][CH2:33][CH2:32][O:31][CH3:30])[CH:5]=3)=[N:14][C:13]=2[C:15]([O:25][CH3:26])=[CH:16][CH:17]=1 |f:0.1.2|. Procedure: From (+)-2-bromo-N-(7-[1,4]dioxan-2-yl-4-methoxy-benzothiazol-2-yl)-isonicotinamide sodium hydride and 2-methoxyethanol in dioxane and DMF. [α]D20=+17.6° (c=0.15, CHCl3), ES-MS m/e (%): 446 (M+H+, 100).